Dataset: the Open Reaction Database (ORD), a public repository of structured organic reaction records. Task: describe an organic reaction: reactants, conditions, products, and yield Procedure: A mixture of 2-(7-methoxy-1-benzofuran-3-yl)ethyl iodide (301 mg. 1 mmol) (obtained by the above mentioned process) and 8-piperazino quinoline (213 mg, 1 mmol) was heated at 120° C. in DMSO in the presence of N,N-diisopropylethylamine (5 ml, excess) for 24 hrs. Afterwards, the reaction mixture was quenched with water and extracted with chloroform. The organic layer was washed with water and dried over anhydrous MgSO4 and concentrated to dryness. The dark colored low melting solid was purified by... Solvent: CS(=O)C (DMSO). Starting materials: COC1=CC=CC=2C(=COC21)CCI (2-(7-methoxy-1-benzofuran-3-yl)ethyl iodide), C(C)(C)N(C(C)C)CC (N,N-diisopropylethylamine), N1(CCNCC1)C=1C=CC=C2C=CC=NC12 (8-piperazino quinoline). Reaction SMILES: [CH3:1][O:2][C:3]1[C:11]2[O:10][CH:9]=[C:8]([CH2:12][CH2:13]I)[C:7]=2[CH:6]=[CH:5][CH:4]=1.[N:15]1([C:21]2[CH:22]=[CH:23][CH:24]=[C:25]3[C:30]=2[N:29]=[CH:28][CH:27]=[CH:26]3)[CH2:20][CH2:19][NH:18][CH2:17][CH2:16]1.C(N(CC)C(C)C)(C)C>CS(C)=O>[CH3:1][O:2][C:3]1[C:11]2[O:10][CH:9]=[C:8]([CH2:12][CH2:13][N:18]3[CH2:19][CH2:20][N:15]([C:21]4[CH:22]=[CH:23][CH:24]=[C:25]5[C:30]=4[N:29]=[CH:28][CH:27]=[CH:26]5)[CH2:16][CH2:17]3)[C:7]=2[CH:6]=[CH:5][CH:4]=1. Yields the product COC1=CC=CC=2C(=COC21)CCN2CCN(CC2)C=2C=CC=C1C=CC=NC21 (8-{4-[2-(7-methoxy-1-benzofuran-3-yl)ethyl]-1-piperazinyl}-quinoline). The reactants are CC(C)NC=1C(=CC=CC1)N (N-(propan-2-yl)benzene-1,2-diamine), solution, N#CBr (cyanogen bromide). The solvent is C(C)O (ethanol), C(Cl)Cl (CH2Cl2). Reaction conditions: time 8 hour. The product is Br.CC(C)N1C(=NC2=C1C=CC=C2)N (1-(Propan-2-yl)-1H-benzimidazol-2-amine hydrobromide). Isolated yield 99.9%. As a reaction SMILES: [CH3:1][CH:2]([NH:4][C:5]1[C:6]([NH2:11])=[CH:7][CH:8]=[CH:9][CH:10]=1)[CH3:3].[N:12]#[C:13][Br:14]>C(O)C.C(Cl)Cl>[BrH:14].[CH3:3][CH:2]([N:4]1[C:5]2[CH:10]=[CH:9][CH:8]=[CH:7][C:6]=2[N:11]=[C:13]1[NH2:12])[CH3:1] |f:4.5|. Procedure: To a solution of N-(propan-2-yl)benzene-1,2-diamine (552 mg, 3.4 mmol) in ethanol (10 mL) is added a 3M solution of cyanogen bromide (1.35 mL, 4.04 mmol) in CH2Cl2. The reaction is stirred overnight and then concentrated. The crude residue is triturated with diethyl ether and the suspension is filtered to afford the title compound (870 mg, 92%) as a purple solid. The reactants are FC1=CC=C(C=C1)N1N=CC2=C1C=C1CCN(C[C@]1(C2)C(=O)C=2SC=CN2)S(=O)(=O)C=2C=NC=C(C2)F ((R)-(1-(4-fluorophenyl)-6-((5-fluoropyridin-3-yl)sulfonyl)-4,4a,5,6,7,8-hexahydro-1H-pyrazolo[3,4-g]isoquinolin-4a-yl)(thiazol-2-yl)methanone), N1CCCCC1 (piperidine). The solvent is CN1CCCC1 (N-methylpyrrolidine). Conditions: temperature 100 celsius. Yields the product FC1=CC=C(C=C1)N1N=CC2=C1C=C1CCN(C[C@]1(C2)C(=O)C=2SC=CN2)S(=O)(=O)C=2C=NC=C(C2)N2CCCCC2 ((R)-(1-(4-fluorophenyl)-6-((5-(piperidin-1-yl)pyridin-3-yl)sulfonyl)-4,4a,5,6,7,8-hexahydro-1H-pyrazolo[3,4-g]isoquinolin-4a-yl)(thiazol-2-yl)methanone). Yield: 31.3%. Reaction SMILES: [F:1][C:2]1[CH:7]=[CH:6][C:5]([N:8]2[C:12]3[CH:13]=[C:14]4[C@:19]([C:21]([C:23]5[S:24][CH:25]=[CH:26][N:27]=5)=[O:22])([CH2:20][C:11]=3[CH:10]=[N:9]2)[CH2:18][N:17]([S:28]([C:31]2[CH:32]=[N:33][CH:34]=[C:35](F)[CH:36]=2)(=[O:30])=[O:29])[CH2:16][CH2:15]4)=[CH:4][CH:3]=1.[NH:38]1[CH2:43][CH2:42][CH2:41][CH2:40][CH2:39]1>CN1CCCC1>[F:1][C:2]1[CH:7]=[CH:6][C:5]([N:8]2[C:12]3[CH:13]=[C:14]4[C@:19]([C:21]([C:23]5[S:24][CH:25]=[CH:26][N:27]=5)=[O:22])([CH2:20][C:11]=3[CH:10]=[N:9]2)[CH2:18][N:17]([S:28]([C:31]2[CH:32]=[N:33][CH:34]=[C:35]([N:38]3[CH2:43][CH2:42][CH2:41][CH2:40][CH2:39]3)[CH:36]=2)(=[O:30])=[O:29])[CH2:16][CH2:15]4)=[CH:4][CH:3]=1. Procedure: A mixture of (R)-(1-(4-fluorophenyl)-6-((5-fluoropyridin-3-yl)sulfonyl)-4,4a,5,6,7,8-hexahydro-1H-pyrazolo[3,4-g]isoquinolin-4a-yl)(thiazol-2-yl)methanone (100 mg, 0.185 mmol) and piperidine (47 mg, 0.56 mmol) in N-methylpyrrolidine (1 mL) was heated at 100° C. for 6 hours. The mixture was cooled and the reaction mixture was purified by preparative HPLC (Gilson, Acidic (0.1% Formic acid), Waters X-Select Prep-C18, 5 μm, 19×50 mm column, 5-95% acetonitrile in water) to give (R)-(1-(4-fluorophenyl... The reactants are C(C)OC(=O)C=1N=NC(=CC1)OC=1C(=NC=CC1)C (6-(2-Methylpyridin-3-yloxy)-pyridazine-3-carboxylic acid ethyl ester), O.NN (hydrazine monohydrate), O.NN (hydrazine monohydrate). Run in C(C)O (ethanol). Run at temperature 50 celsius. Yields the product CC1=NC=CC=C1OC1CNC(CN1)C(=O)NN (6-(2-Methylpyridin-3-yloxy)piperazine-3-carboxylic acid hydrazide). The yield is 121.4%. Reaction SMILES: C(OC(C1N=[N:8][C:9]([O:12][C:13]2[C:14]([CH3:19])=[N:15][CH:16]=[CH:17][CH:18]=2)=[CH:10]C=1)=O)C.[OH2:20].[NH2:21][NH2:22]>C(O)C>[CH3:19][C:14]1[C:13]([O:12][CH:9]2[NH:8][CH2:13][CH:14]([C:19]([NH:21][NH2:22])=[O:20])[NH:15][CH2:10]2)=[CH:18][CH:17]=[CH:16][N:15]=1 |f:1.2|. Procedure details: 6-(2-Methylpyridin-3-yloxy)-pyridazine-3-carboxylic acid ethyl ester (D11) (1.07 g, 4.13 mmol) and hydrazine monohydrate (0.23 ml, 7.22 mmol) in ethanol (100 ml) was stirred at room temperature for 1 hour then heated at 50° C. for 1 hour and finally heated at reflux for 4 hours. A second portion of hydrazine monohydrate (0.23 ml, 7.22 mmol) was added and the mixture refluxed for a further 2 hours. After being allowed to cool the solvent was removed in vacuo. The off-white solid residue was subje... Starting materials: [BH3-]C#N, CC(=O)O, CO, O=CC1CC1, [Na+], CCCNc1cccc2nc(Nc3c(C)cc(C)cc3C)n(C)c12. Product: CCCN(CC1CC1)c1cccc2nc(Nc3c(C)cc(C)cc3C)n(C)c12. Reaction SMILES: [C:34]([BH3-:35])#[N:36].[CH3:30][C:31](=[O:32])[OH:33].[CH3:38][OH:39].[CH:25]1([CH:28]=[O:29])[CH2:26][CH2:27]1.[Na+:37].[c:1]1([CH3:24])[c:2]([NH:9][c:10]2[n:11][c:12]3[c:13]([n:14]2[CH3:15])[c:16]([NH:20][CH2:21][CH2:22][CH3:23])[cH:17][cH:18][cH:19]3)[c:3]([CH3:8])[cH:4][c:5]([CH3:7])[cH:6]1>>[c:1]1([CH3:24])[c:2]([NH:9][c:10]2[n:11][c:12]3[c:13]([n:14]2[CH3:15])[c:16]([N:20]([CH2:21][CH2:22][CH3:23])[CH2:28][CH:25]2[CH2:26][CH2:27]2)[cH:17][cH:18][cH:19]3)[c:3]([CH3:8])[cH:4][c:5]([CH3:7])[cH:6]1. Starting materials: COC(CN1CCN(CC1)C(COCC1=CC(=CC(=C1)C(F)(F)F)C(F)(F)F)C1=C(C=CC=C1)[N+](=O)[O-])=O ({4-[2-(3,5-Bis-trifluoromethyl-benzyloxy)-1-(2-nitro-phenyl)-ethyl]-piperazin-1-yl}-acetic acid methyl ester), COC(CN1CCN(CC1)C(COCC1=CC(=CC(=C1)C(F)(F)F)C(F)(F)F)C1=C(C=CC=C1)[N+](=O)[O-])=O ({4-[2-(3,5-Bis-trifluoromethyl-benzyloxy)-1-(2-nitro-phenyl)-ethyl]-piperazin-1-yl}-acetic acid methyl ester), Cl[Sn]Cl (SnCl2). Solvent: CO (MeOH). Reaction conditions: temperature 60 celsius. Yields the product COC(CN1CCN(CC1)C(COCC1=CC(=CC(=C1)C(F)(F)F)C(F)(F)F)C1=C(C=CC=C1)N)=O ({4-[1-(2-Amino-phenyl)-2-(3,5-bis-trifluoromethyl-benzyloxy)-ethyl]-piperazin-1-yl}-acetic acid methyl ester). Yield: 89.9%. RXN SMILES: [CH3:1][O:2][C:3](=[O:38])[CH2:4][N:5]1[CH2:10][CH2:9][N:8]([CH:11]([C:29]2[CH:34]=[CH:33][CH:32]=[CH:31][C:30]=2[N+:35]([O-])=O)[CH2:12][O:13][CH2:14][C:15]2[CH:20]=[C:19]([C:21]([F:24])([F:23])[F:22])[CH:18]=[C:17]([C:25]([F:28])([F:27])[F:26])[CH:16]=2)[CH2:7][CH2:6]1.Cl[Sn]Cl>CO>[CH3:1][O:2][C:3](=[O:38])[CH2:4][N:5]1[CH2:10][CH2:9][N:8]([CH:11]([C:29]2[CH:34]=[CH:33][CH:32]=[CH:31][C:30]=2[NH2:35])[CH2:12][O:13][CH2:14][C:15]2[CH:20]=[C:19]([C:21]([F:23])([F:22])[F:24])[CH:18]=[C:17]([C:25]([F:26])([F:27])[F:28])[CH:16]=2)[CH2:7][CH2:6]1. Procedure: In a round-bottomed flask fitted with a reflux condenser and a thermometer were introduced {4-[2-(3,5-Bis-trifluoromethyl-benzyloxy)-1-(2-nitro-phenyl)-ethyl]-piperazin-1-yl}-acetic acid methyl ester (compound 190 prepared at example 1.4.1 above; 2 g, 3.64 mmoles), SnCl2 (3.45 g, 18.2 mmoles) and MeOH (40 ml) and the reaction mixture was heated at 60° C. for 3 hours. MeOH was evaporated in vacuo and the crude was taken up in water. The pH was adjusted to 8-9 by addition of aqueous NaOH and the s...